From a dataset of the Open Reaction Database (ORD), a public repository of structured organic reaction records. describe an organic reaction: reactants, conditions, products, and yield The reactants are C(C=1C(C(=O)O)=CC=CC1)(=O)O (phthalic acid), S(O)(O)(=O)=O (sulfuric acid), polyphosphoric acid, CC=1C=CC(=CC1)S(=O)(=O)O (p-TsOH), C1(=CC=C(C=C1)S(=O)(=O)O)C (para-toluenesulfonic acid), FC(S(=O)(=O)O)(F)F (trifluoromethanesulfonic acid), C(C=1C(C(=O)O)=CC=CC1)(=O)O (phthalic acid). The solvent is C1(=CC=CC=C1)C (toluene). Product: C1(C=2C(C(=O)O1)=CC=CC2)=O (phthalic anhydride). Yield: 95.0%. As a reaction SMILES: [C:1]([OH:12])(=[O:11])[C:2]1[C:3](=[CH:7][CH:8]=[CH:9][CH:10]=1)[C:4]([OH:6])=O.C1(C)C=CC(S(O)(=O)=O)=CC=1.FC(F)(F)S(O)(=O)=O.S(=O)(=O)(O)O>C1(C)C=CC=CC=1>[C:4]1(=[O:6])[O:12][C:1](=[O:11])[C:2]2=[CH:10][CH:9]=[CH:8][CH:7]=[C:3]12. Procedure: As a method for producing a carboxylic anhydride, there have been known a reaction between a carboxylic acid and a carboxylic acid chloride and direct heating of a carboxylic acid. In the former case, since a large amount of hydrochloric acid is generated, a base in an amount in moles at least equivalent thereto must be used for neutralization, and hence the cost and time are increased. On the other hand, in the latter case, severe reaction conditions (300° C. or more) are required, and the yiel... Reactants: [I-].C(C1=CC=CC=C1)[N+]=1C(CCC1SC)C(=O)OC (1-Benzyl-2-(methoxycarbonyl)-5-(methylthio)-3,4-dihydro-2H-pyrrolium iodide), [N+](=O)([O-])C (nitromethane), C(C)(C)N(CC)C(C)C (diisopropylethyl amine). Run in CN(C=O)C (N,N-dimethylformamide). Conditions: time 8 hour. Product: C(C1=CC=CC=C1)N1C(CCC1=C[N+](=O)[O-])C(=O)OC (methyl 1-benzyl-5-(nitromethylene)-2-pyrrolidinecarboxylate). Reaction SMILES: [I-].[CH2:2]([N+:9]1[CH:10]([C:16]([O:18][CH3:19])=[O:17])[CH2:11][CH2:12][C:13]=1SC)[C:3]1[CH:8]=[CH:7][CH:6]=[CH:5][CH:4]=1.[N+:20]([CH3:23])([O-:22])=[O:21].C(N(C(C)C)CC)(C)C>CN(C)C=O>[CH2:2]([N:9]1[C:13](=[CH:23][N+:20]([O-:22])=[O:21])[CH2:12][CH2:11][CH:10]1[C:16]([O:18][CH3:19])=[O:17])[C:3]1[CH:8]=[CH:7][CH:6]=[CH:5][CH:4]=1 |f:0.1|. Procedure: 1-Benzyl-2-(methoxycarbonyl)-5-(methylthio)-3,4-dihydro-2H-pyrrolium iodide (25.68 g, 65.6 mmol) in dry N,N-dimethylformamide (80 mL) was treated with nitromethane (17.8 mL, 328 mmol) and diisopropylethyl amine (12.6 mL, 72.2 mmol) and stirred overnight at room temperature. The mixture was heated at 60° C. for 5 hours, allowed to cool to room temperature, and concentrated under reduce pressure. The residue was purified by chromatography on silica gel (3:2 hexanes:ethyl acetate) to provide the ti... Reactants: ClC1=C(C(=NO1)C1=CC=CC=C1)C1=NN=C(O1)C1=C(C=C(C=C1)N1CCOCC1)OC (4-{4-[5-(5-chloro-3-phenyl-isoxazol-4-yl)-[1,3,4]oxadiazol-2-yl]-3-methoxy-phenyl}-morpholine), N1CCOCC1 (morpholine), C([O-])([O-])=O.[K+].[K+] (potassium carbonate). The product is COC1=C(C=CC(=C1)N1CCOCC1)C1=NN=C(O1)C=1C(=NOC1N1CCOCC1)C1=CC=CC=C1 (4-{4-[5-(2-Methoxy-4-morpholin-4-yl-phenyl)-[1,3,4]oxadiazol-2-yl]-3-phenyl-isoxazol-5-yl}-morpholine). The yield is 90.0%. RXN SMILES: Cl[C:2]1[O:6][N:5]=[C:4]([C:7]2[CH:12]=[CH:11][CH:10]=[CH:9][CH:8]=2)[C:3]=1[C:13]1[O:17][C:16]([C:18]2[CH:23]=[CH:22][C:21]([N:24]3[CH2:29][CH2:28][O:27][CH2:26][CH2:25]3)=[CH:20][C:19]=2[O:30][CH3:31])=[N:15][N:14]=1.[NH:32]1[CH2:37][CH2:36][O:35][CH2:34][CH2:33]1.C(=O)([O-])[O-].[K+].[K+]>>[CH3:31][O:30][C:19]1[CH:20]=[C:21]([N:24]2[CH2:29][CH2:28][O:27][CH2:26][CH2:25]2)[CH:22]=[CH:23][C:18]=1[C:16]1[O:17][C:13]([C:3]2[C:4]([C:7]3[CH:12]=[CH:11][CH:10]=[CH:9][CH:8]=3)=[N:5][O:6][C:2]=2[N:32]2[CH2:37][CH2:36][O:35][CH2:34][CH2:33]2)=[N:14][N:15]=1 |f:2.3.4|. Reported procedure: As described for example 106, 4-{4-[5-(5-chloro-3-phenyl-isoxazol-4-yl)-[1,3,4]oxadiazol-2-yl]-3-methoxy-phenyl}-morpholine (100 mg, 0.23 mmol) using morpholine instead of dimethylamine hydrochloride and potassium carbonate was converted to the title compound (100 mg, 90%) which was obtained as an off-white solid. MS: m/e=490.3 [M+H]+. Starting materials: [Br-], C1CCOC1, COc1ccc([Mg+])cc1, CN1CCCC1=O, [Cl-], [Cl-], [NH4+], COC(=O)C1=C(Cl)c2cc(OC(C)C)ccc2OC1c1ccc2c(c1)OCO2. Product: COC(=O)C1=C(c2ccc(OC)cc2)c2cc(OC(C)C)ccc2OC1c1ccc2c(c1)OCO2. Reaction SMILES: [Br-:30].[CH2:42]1[O:43][CH2:44][CH2:45][CH2:46]1.[CH3:31][O:32][c:33]1[cH:34][cH:35][c:36]([Mg+:39])[cH:37][cH:38]1.[CH3:47][N:48]1[CH2:49][CH2:50][CH2:51][C:52]1=[O:53].[Cl-:29].[Cl-:40].[NH4+:41].[O:1]1[CH2:2][O:3][c:4]2[c:5]1[cH:6][cH:7][c:8]([CH:10]1[O:11][c:12]3[cH:13][cH:14][c:15]([O:25][CH:26]([CH3:27])[CH3:28])[cH:16][c:17]3[C:18]([Cl:24])=[C:19]1[C:20](=[O:21])[O:22][CH3:23])[cH:9]2>>[O:1]1[CH2:2][O:3][c:4]2[c:5]1[cH:6][cH:7][c:8]([CH:10]1[O:11][c:12]3[cH:13][cH:14][c:15]([O:25][CH:26]([CH3:27])[CH3:28])[cH:16][c:17]3[C:18]([c:36]3[cH:35][cH:34][c:33]([O:32][CH3:31])[cH:38][cH:37]3)=[C:19]1[C:20](=[O:21])[O:22][CH3:23])[cH:9]2.